Task: describe an organic reaction: reactants, conditions, products, and yield. Dataset: the Open Reaction Database (ORD), a public repository of structured organic reaction records The reactants are C(C)(C)(C)OC(=O)N([C@H](C(=O)N[C@H](C(=O)N1[C@@H](CC2=CC=CC=C12)C(=O)O)C1=CC=CC=C1)C)C ((S)-1-{(S)-2-[(S)-2-(tert-butoxycarbonyl-methyl-amino)-propionylamino]-2-phenyl-acetyl}-2,3-dihydro-1H-indole-2-carboxylic acid), FC=1C=CC(=C(C1)CN)C ((5-fluoro-2-methylphenyl)methanamine), C(CC)P1(OP(OP(O1)(CCC)=O)(CCC)=O)=O (2,4,6-tripropyl-1,3,5,2,4,6-trioxatriphosphorinane-2,4,6-trioxide), C(C)(C)N(CC)C(C)C (diisopropylethylamine). As a reaction SMILES: [C:1]([O:5][C:6]([N:8](C)[C@@H:9](C)C(N[C@@H](C1C=CC=CC=1)C(N1C2C(=CC=CC=2)C[C@H]1C(O)=O)=O)=O)=[O:7])([CH3:4])([CH3:3])[CH3:2].FC1C=CC(C)=C(CN)C=1.C(P1(=O)OP(=O)(CCC)OP(=O)(CCC)O1)CC.C(N(C(C)C)CC)(C)C>C(Cl)Cl>[C:1]([O:5][C:6](=[O:7])[NH:8][CH3:9])([CH3:4])([CH3:3])[CH3:2]. Reported procedure: To a solution of (S)-1-{(S)-2-[(S)-2-(tert-butoxycarbonyl-methyl-amino)-propionylamino]-2-phenyl-acetyl}-2,3-dihydro-1H-indole-2-carboxylic acid (50 mg, 104 μmol, Eq: 1) and (5-fluoro-2-methylphenyl)methanamine (28.9 mg, 208 μmol, Eq: 2) in DCM (3 mL) cooled to 0° C. was added 2,4,6-tripropyl-1,3,5,2,4,6-trioxatriphosphorinane-2,4,6-trioxide (50% weight solution in EtOAc, volume added: 150 μL, Eq: 2) and diisopropylethylamine (54 μL, Eq: 3). The reaction mixture was stirred at 0° C. for 20 min a... Run at temperature 0 celsius, time 20 minute. The solvent is C(Cl)Cl (DCM). The product is C(C)(C)(C)OC(NC)=O (methyl-carbamic acid tert-butyl ester). The yield is 359.2%. Run in N1=CC=CC=C1 (pyridine). Reactants: COC=1C=CC2=C(S(C3=C(C(N2)=O)C=CC=C3)(=O)=O)C1 (7-Methoxy-10,11-dihydrodibenzo[b,f][1,4]thiazepin-11-one-5,5-dioxide), P12(=S)SP3(=S)SP(=S)(S1)SP(=S)(S2)S3 (phosphorus pentasulphide). Product: COC=1C=CC2=C(S(C3=C(C(N2)=S)C=CC=C3)(=O)=O)C1 (7-Methoxy-10,11-dihydrodibenzo[b,f][1,4]thiazepin-11-thione-5,5-dioxide). Procedure details: To 7-Methoxy-10,11-dihydrodibenzo[b,f][1,4]thiazepin-11-one-5,5-dioxide (0.6 g, 2.07 mmol) in pyridine (5 ml) was added phosphorus pentasulphide (0.62 g, 0.675 equivalents) and the mixture was heated under reflux for 6 hours. On cooling, the pyridine was removed under reduced pressure, the residue obtained was washed with water, 3% HCl-brine and recrystallised from methanol to give the title compound (0.5 g, m.p. 250°-252°, Rf 0.5 [silica, cyclohexane/ethyl acetate (1:1, v/v)]. Reaction SMILES: [CH3:1][O:2][C:3]1[CH:4]=[CH:5][C:6]2[NH:12][C:11](=O)[C:10]3[CH:14]=[CH:15][CH:16]=[CH:17][C:9]=3[S:8](=[O:19])(=[O:18])[C:7]=2[CH:20]=1.P12(SP3(SP(SP(S3)(S1)=S)(=S)S2)=S)=[S:22]>N1C=CC=CC=1>[CH3:1][O:2][C:3]1[CH:4]=[CH:5][C:6]2[NH:12][C:11](=[S:22])[C:10]3[CH:14]=[CH:15][CH:16]=[CH:17][C:9]=3[S:8](=[O:19])(=[O:18])[C:7]=2[CH:20]=1. The reactants are FC1=CC(=C(CNC(=O)C=2N=C3C(OCCN3C(C2OCC2=CC=CC=C2)=O)(C)C)C=C1)C1=CC=NN1 (N-(4-fluoro-2-(1H-pyrazol-5-yl)benzyl)-3-(benzyloxy)-9,9-dimethyl-4-oxo-4,6,7,9-tetrahydropyrimido[2,1-c][1,4]oxazine-2-carboxamide), IC (iodomethane), C([O-])([O-])=O.[K+].[K+] (potassium carbonate). The solvent is CN(C=O)C (N,N-dimethylformamide), C(C)(=O)OCC (ethyl acetate). Run at temperature 25 celsius, time 5 hour. Yields the product FC1=CC(=C(CNC(=O)C=2N=C3C(OCCN3C(C2OCC2=CC=CC=C2)=O)(C)C)C=C1)C1=NN(C=C1)C (N-(4-Fluoro-2-(1-methyl-1H-pyrazol-3-yl)benzyl)-3-(benzyloxy)-9,9-dimethyl-4-oxo-4,6,7,9-tetrahydropyrimido[2,1-c][1,4]oxazine-2-carboxamide). The yield is 64.4%. As a reaction SMILES: [F:1][C:2]1[CH:32]=[CH:31][C:5]([CH2:6][NH:7][C:8]([C:10]2[N:11]=[C:12]3[N:17]([C:18](=[O:28])[C:19]=2[O:20][CH2:21][C:22]2[CH:27]=[CH:26][CH:25]=[CH:24][CH:23]=2)[CH2:16][CH2:15][O:14][C:13]3([CH3:30])[CH3:29])=[O:9])=[C:4]([C:33]2[NH:37][N:36]=[CH:35][CH:34]=2)[CH:3]=1.IC.[C:40](=O)([O-])[O-].[K+].[K+]>CN(C)C=O.C(OCC)(=O)C>[F:1][C:2]1[CH:32]=[CH:31][C:5]([CH2:6][NH:7][C:8]([C:10]2[N:11]=[C:12]3[N:17]([C:18](=[O:28])[C:19]=2[O:20][CH2:21][C:22]2[CH:23]=[CH:24][CH:25]=[CH:26][CH:27]=2)[CH2:16][CH2:15][O:14][C:13]3([CH3:30])[CH3:29])=[O:9])=[C:4]([C:33]2[CH:34]=[CH:35][N:36]([CH3:40])[N:37]=2)[CH:3]=1 |f:2.3.4|. Procedure: A solution of N-(4-fluoro-2-(1H-pyrazol-5-yl)benzyl)-3-(benzyloxy)-9,9-dimethyl-4-oxo-4,6,7,9-tetrahydropyrimido[2,1-c][1,4]oxazine-2-carboxamide (0.185 g, 0.36 mmol) in N,N-dimethylformamide (3 ml) was treated with iodomethane (0.025 ml, 0.4 mmol) and potassium carbonate (0.076 g, 0.55 mmol) and the resulting mixture was stirred at 25° C. for 5 h. The reaction mixture was then diluted with ethyl acetate, washed with water, brine, dried over anhydrous magnesium and concentrated. Chromatography o... Reactants: [Br-], COc1ccc(N2CCOCC2)c2sc(NC(=O)c3cc[nH]c(=O)c3)nc12, COCCOC, CCOC(C)=O, O=C(CCl)N1CCOCC1, [H-], [Li+], [Na+], CN(C)C=O. The product is COc1ccc(N2CCOCC2)c2sc(NC(=O)c3ccn(CC(=O)N4CCOCC4)c(=O)c3)nc12. Reaction SMILES: [Br-:31].[CH3:1][O:2][c:3]1[cH:4][cH:5][c:6]([N:22]2[CH2:23][CH2:24][O:25][CH2:26][CH2:27]2)[c:7]2[c:8]1[n:9][c:10]([NH:12][C:13](=[O:14])[c:15]1[cH:16][c:17](=[O:21])[nH:18][cH:19][cH:20]1)[s:11]2.[CH3:47][O:48][CH2:49][CH2:50][O:51][CH3:52].[CH3:53][CH2:54][O:55][C:56](=[O:57])[CH3:58].[Cl:32][CH2:33][C:34](=[O:35])[N:36]1[CH2:37][CH2:38][O:39][CH2:40][CH2:41]1.[H-:28].[Li+:30].[Na+:29].[O:42]=[CH:43][N:44]([CH3:45])[CH3:46]>>[CH3:1][O:2][c:3]1[cH:4][cH:5][c:6]([N:22]2[CH2:23][CH2:24][O:25][CH2:26][CH2:27]2)[c:7]2[c:8]1[n:9][c:10]([NH:12][C:13](=[O:14])[c:15]1[cH:16][c:17](=[O:21])[n:18]([CH2:33][C:34](=[O:35])[N:36]3[CH2:37][CH2:38][O:39][CH2:40][CH2:41]3)[cH:19][cH:20]1)[s:11]2. Reactants: COCCOC, OB(O)c1cc(F)ncc1Cl, N#Cc1ccc(Cl)nc1NCc1cccc(F)c1, [Na+], [Na+], O=C([O-])[O-]. Product: N#Cc1ccc(-c2cc(F)ncc2Cl)nc1NCc1cccc(F)c1. RXN SMILES: [CH3:36][O:37][CH2:38][CH2:39][O:40][CH3:41].[Cl:19][c:20]1[c:21]([B:27]([OH:28])[OH:29])[cH:22][c:23]([F:26])[n:24][cH:25]1.[Cl:1][c:2]1[n:3][c:4]([NH:10][CH2:11][c:12]2[cH:13][c:14]([F:18])[cH:15][cH:16][cH:17]2)[c:5]([C:6]#[N:7])[cH:8][cH:9]1.[Na+:30].[Na+:31].[O-:32][C:33](=[O:34])[O-:35]>>[c:2]1(-[c:21]2[c:20]([Cl:19])[cH:25][n:24][c:23]([F:26])[cH:22]2)[n:3][c:4]([NH:10][CH2:11][c:12]2[cH:13][c:14]([F:18])[cH:15][cH:16][cH:17]2)[c:5]([C:6]#[N:7])[cH:8][cH:9]1. Solvent: CC(C)(C)O.C(C)O.C(C)(=O)O (t-BuOH ethanol acetic acid). Procedure: To the suspension of 4-(3-chloro-phenyl)-1H-indole (1.52 g, 6.68 mmol) in t-BuOH-ethanol-acetic acid (3:2:1) (81 mL) was added pyridinium tribromide (90% purity from Aldrich, 7.12 g, 20.0 mmol)) portionwise. The mixture was stirred at 27° C. for 3 hours, and then to the mixture was added acetic acid (30 mL). Zinc dust was added to the reaction mixture portionwise until the color changed from deep red to light yellow, and the reaction mixture was stirred at room temperature for one hour. The unre... The reactants are [Br-].[Br-].[Br-].[NH+]1=CC=CC=C1.[NH+]1=CC=CC=C1.[NH+]1=CC=CC=C1 (pyridinium tribromide), ClC=1C=C(C=CC1)C1=C2C=CNC2=CC=C1 (4-(3-chloro-phenyl)-1H-indole), C(C)(=O)O (acetic acid). The product is ClC=1C=C(C=CC1)C1=C2CC(NC2=CC=C1)=O (4-(3-chloro-phenyl)-1,3-dihydro-indol-2-one). Reagents/catalysts: [Zn] (Zinc). Reaction SMILES: [Cl:1][C:2]1[CH:3]=[C:4]([C:8]2[CH:16]=[CH:15][CH:14]=[C:13]3[C:9]=2[CH:10]=[CH:11][NH:12]3)[CH:5]=[CH:6][CH:7]=1.[Br-].[Br-].[Br-].[NH+]1C=CC=CC=1.[NH+]1C=CC=CC=1.[NH+]1C=CC=CC=1.C(O)(=[O:40])C>CC(O)(C)C.C(O)C.C(O)(=O)C.[Zn]>[Cl:1][C:2]1[CH:3]=[C:4]([C:8]2[CH:16]=[CH:15][CH:14]=[C:13]3[C:9]=2[CH2:10][C:11](=[O:40])[NH:12]3)[CH:5]=[CH:6][CH:7]=1 |f:1.2.3.4.5.6,8.9.10|. Run at temperature 27 celsius, time 3 hour. The yield is 95.0%. Reactants: CO, ClC(Cl)Cl, O=C(OO)c1cccc(Cl)c1, CSCCC(=N)NS(N)(=O)=O. Yields the product CS(=O)CCC(=N)NS(N)(=O)=O. RXN SMILES: [CH3:27][OH:28].[CH:23]([Cl:24])([Cl:25])[Cl:26].[Cl:1][c:2]1[cH:3][cH:4][cH:5][c:6]([C:7]([O:8][OH:10])=[O:9])[cH:11]1.[S:12]([NH2:13])(=[O:14])(=[O:15])[NH:16][C:17]([CH2:18][CH2:19][S:20][CH3:21])=[NH:22]>>[O:9]=[S:20]([CH2:19][CH2:18][C:17]([NH:16][S:12]([NH2:13])(=[O:14])=[O:15])=[NH:22])[CH3:21]. Reactants: CCNC(=O)Nc1cc(-c2nc(-c3cnn(C)c3)cs2)c(-c2cc3c(=O)c(C(=O)OCC)cn(Cc4cn(C)cn4)c3cn2)cn1, C1CCOC1, CO, [Li+], [OH-]. Yields the product CCNC(=O)Nc1cc(-c2nc(-c3cnn(C)c3)cs2)c(-c2cc3c(=O)c(C(=O)O)cn(Cc4cn(C)cn4)c3cn2)cn1. RXN SMILES: [CH2:3]([CH3:4])[NH:5][C:6]([NH:7][c:8]1[cH:9][c:10](-[c:37]2[s:38][cH:39][c:40](-[c:42]3[cH:43][n:44][n:45]([CH3:47])[cH:46]3)[n:41]2)[c:11](-[c:14]2[cH:15][c:16]3[c:17](=[O:36])[c:18]([C:31](=[O:32])[O:33][CH2:34][CH3:35])[cH:19][n:20]([CH2:24][c:25]4[n:26][cH:27][n:28]([CH3:30])[cH:29]4)[c:21]3[cH:22][n:23]2)[cH:12][n:13]1)=[O:48].[CH2:49]1[O:50][CH2:51][CH2:52][CH2:53]1.[CH3:54][OH:55].[Li+:2].[OH-:1]>>[CH2:3]([CH3:4])[NH:5][C:6]([NH:7][c:8]1[cH:9][c:10](-[c:37]2[s:38][cH:39][c:40](-[c:42]3[cH:43][n:44][n:45]([CH3:47])[cH:46]3)[n:41]2)[c:11](-[c:14]2[cH:15][c:16]3[c:17](=[O:36])[c:18]([C:31](=[O:32])[OH:33])[cH:19][n:20]([CH2:24][c:25]4[n:26][cH:27][n:28]([CH3:30])[cH:29]4)[c:21]3[cH:22][n:23]2)[cH:12][n:13]1)=[O:48].